Dataset: the Open Reaction Database (ORD), a public repository of structured organic reaction records. Task: describe an organic reaction: reactants, conditions, products, and yield Reactants: C1CCOC1, CO, Cl, O, N#Cc1cc2c(cc1O)CCCC2=O. The product is N#Cc1cc2c(cc1O)CCC=C2. RXN SMILES: [CH2:17]1[O:18][CH2:19][CH2:20][CH2:21]1.[CH3:22][OH:23].[ClH:16].[OH2:15].[OH:1][c:2]1[c:3]([C:13]#[N:14])[cH:4][c:5]2[c:10]([cH:11]1)[CH2:9][CH2:8][CH2:7][C:6]2=[O:12]>>[OH:1][c:2]1[c:3]([C:13]#[N:14])[cH:4][c:5]2[c:10]([cH:11]1)[CH2:9][CH2:8][CH:7]=[CH:6]2.